Dataset: the Open Reaction Database (ORD), a public repository of structured organic reaction records. Task: describe an organic reaction: reactants, conditions, products, and yield Starting materials: COC1=NC=C(C=N1)CC=1C(NC(NC1)=S)=O (5-((2-methoxypyrimidin-5-yl)methyl)-2-thioxo-2,3-dihydropyrimidin-4(1H)-one), ClCC1=CC=C(C=C1)OC1=CC=C(C=C1)F (1-(chloromethyl)-4-(4-fluorophenoxy)benzene), C(C)(C)NC(C)C (diisopropylamine). Run in C(Cl)Cl (DCM), CC(OCC)=O (EA). Run at temperature 60 celsius. The product is FC1=CC=C(OC2=CC=C(CSC=3NC=C(C(N3)=O)CC=3C=NC(=NC3)OC)C=C2)C=C1 (2-((4-(4-fluorophenoxy)benzyl)thio)-5-((2-methoxypyrimidin-5-yl)methyl)pyrimidin-4(1H)-one). Yield: 55.5%. RXN SMILES: [CH3:1][O:2][C:3]1[N:8]=[CH:7][C:6]([CH2:9][C:10]2[C:11](=[O:17])[NH:12][C:13](=[S:16])[NH:14][CH:15]=2)=[CH:5][N:4]=1.Cl[CH2:19][C:20]1[CH:25]=[CH:24][C:23]([O:26][C:27]2[CH:32]=[CH:31][C:30]([F:33])=[CH:29][CH:28]=2)=[CH:22][CH:21]=1.C(NC(C)C)(C)C>C(Cl)Cl.CC(=O)OCC>[F:33][C:30]1[CH:31]=[CH:32][C:27]([O:26][C:23]2[CH:24]=[CH:25][C:20]([CH2:19][S:16][C:13]3[NH:14][CH:15]=[C:10]([CH2:9][C:6]4[CH:7]=[N:8][C:3]([O:2][CH3:1])=[N:4][CH:5]=4)[C:11](=[O:17])[N:12]=3)=[CH:21][CH:22]=2)=[CH:28][CH:29]=1. Reported procedure: A mixture of 5-((2-methoxypyrimidin-5-yl)methyl)-2-thioxo-2,3-dihydropyrimidin-4(1H)-one (2.75 g, 10.99 mmol), 1-(chloromethyl)-4-(4-fluorophenoxy)benzene (2.6 g, 10.99 mmol) and diisopropylamine (3.34 g, 33.0 mmol) in DCM (50 mL) was heated at 60° C. overnight. After cooling to room temperature, the mixture was washed with brine, the organic phase was dried over Na2SO4, filtered and concentrated to leave the crude product, which was slurred in EA (20 mL) for 10 min, filtered, washed with EA and... Starting materials: [Cl-].C(CCCCCCC\C=C/CCCCCCCC)C[NH2+]CC(O)O (oleylmethyldihydroxyethylammonium chloride), C(CCC(=O)[O-])(=O)[O-].[K+].[K+] (potassium succinate). The solvent is C(C(C)C)O (isobutyl alcohol). Yields the product C(CCC(=O)[O-])(=O)[O-].C(CCCCCCC\C=C/CCCCCCCC)C[NH2+]CC(O)O.C(CCCCCCC\C=C/CCCCCCCC)C[NH2+]CC(O)O (di(oleylmethyldihydroxyethylammonium) succinate). Isolated yield 99.4%. Reaction SMILES: [Cl-].[CH2:2]([CH2:20][NH2+:21][CH2:22][CH:23]([OH:25])[OH:24])[CH2:3][CH2:4][CH2:5][CH2:6][CH2:7][CH2:8][CH2:9]/[CH:10]=[CH:11]\[CH2:12][CH2:13][CH2:14][CH2:15][CH2:16][CH2:17][CH2:18][CH3:19].[C:26]([O-:33])(=[O:32])[CH2:27][CH2:28][C:29]([O-:31])=[O:30].[K+].[K+]>C(O)C(C)C>[C:26]([O-:33])(=[O:32])[CH2:27][CH2:28][C:29]([O-:31])=[O:30].[CH2:2]([CH2:20][NH2+:21][CH2:22][CH:23]([OH:25])[OH:24])[CH2:3][CH2:4][CH2:5][CH2:6][CH2:7][CH2:8][CH2:9]/[CH:10]=[CH:11]\[CH2:12][CH2:13][CH2:14][CH2:15][CH2:16][CH2:17][CH2:18][CH3:19].[CH2:2]([CH2:20][NH2+:21][CH2:22][CH:23]([OH:25])[OH:24])[CH2:3][CH2:4][CH2:5][CH2:6][CH2:7][CH2:8][CH2:9]/[CH:10]=[CH:11]\[CH2:12][CH2:13][CH2:14][CH2:15][CH2:16][CH2:17][CH2:18][CH3:19] |f:0.1,2.3.4,6.7.8|. Procedure: A four-necked flask fitted with stirrer and condenser means was charged with 81 g of oleylmethyldihydroxyethylammonium chloride, 20 g of potassium succinate and 200 g of isobutyl alcohol and the reaction was conducted at 40°-50° C. in an atmosphere of nitrogen gas introduced at a low flow rate for 6 hours. The precipitate was then collected by filtration and washed with 30 ml of isobutyl alcohol, and the filtrate and washings were combined and concentrated under reduced pressure. The residue was... Starting materials: C(C)OP(OCC)(=O)C=1N=CC=2NC3=CC=CC(=C3C2C1)OCC1=CC=CC=C1 (5-benzyloxy-β-carboline-3-phosphonic acid diethyl ester), C(C(=O)Cl)(=O)Cl (oxalyl chloride), C(C)NCC (diethylamine). Run in C(C)(=O)O (acetic acid), ClCCl (dichloromethane). Conditions: time 24 hour. Yields the product C(C)OP(O)(=O)C=1N=CC=2NC3=CC=CC(=C3C2C1)OCC1=CC=CC=C1.C(C)[N-]CC (5-benzyloxy-β-carboline-3-phosphonic acid-monoethyl ester diethylamide). Reaction SMILES: [CH2:1]([O:3][P:4]([C:9]1[N:10]=[CH:11][C:12]2[NH:13][C:14]3[C:19]([C:20]=2[CH:21]=1)=[C:18]([O:22][CH2:23][C:24]1[CH:29]=[CH:28][CH:27]=[CH:26][CH:25]=1)[CH:17]=[CH:16][CH:15]=3)(=[O:8])[O:5]CC)[CH3:2].C(Cl)(=O)C(Cl)=O.[CH2:36]([NH:38][CH2:39][CH3:40])[CH3:37]>ClCCl.C(O)(=O)C>[CH2:1]([O:3][P:4]([C:9]1[N:10]=[CH:11][C:12]2[NH:13][C:14]3[C:19]([C:20]=2[CH:21]=1)=[C:18]([O:22][CH2:23][C:24]1[CH:29]=[CH:28][CH:27]=[CH:26][CH:25]=1)[CH:17]=[CH:16][CH:15]=3)(=[O:5])[OH:8])[CH3:2].[CH2:36]([N-:38][CH2:39][CH3:40])[CH3:37] |f:5.6|. Procedure: A mixture of 0.2 g of 5-benzyloxy-β-carboline-3-phosphonic acid diethyl ester (example 61) and 0.1 g of oxalyl chloride in 10 ml of dichloromethane is stirred for 24 hours at room temperature and then mixed with an excess of diethylamine. It is heated to boiling for 2 more hours for completion of the reaction. It is diluted with acetic acid and extracted with water. The evaporation residue of the organic phase yields 0.15 g of the title compound after crystallization from tetrahydrofuran. Starting materials: 1,1′aza(dicarbonyl)dipiperidine, CON=C(COC1=CC=C(C=C1)CO)C1=CC=CC=C1 (2-(4-Hydroxymethyl-phenoxy)-1-phenyl-ethanone O-methyl-oxime), OC1=CC=C(C=C1)CC#N ((4-hydroxyphenyl)acetonitrile), C(CCC)P(CCCC)CCCC (tributylphosphine). Solvent: C1(=CC=CC=C1)C (Toluene). Reaction conditions: time 16 hour. The product is CO\N=C(/COC1=CC=C(COC2=CC=C(C=C2)CC#N)C=C1)\C1=CC=CC=C1 ({4-[(4-{[(2Z)-2-(Methoxyimino)-2-phenylethyl]oxy}benzyl)oxy]phenyl}acetonitrile). Yield: 62.9%. As a reaction SMILES: [CH3:1][O:2][N:3]=[C:4]([C:15]1[CH:20]=[CH:19][CH:18]=[CH:17][CH:16]=1)[CH2:5][O:6][C:7]1[CH:12]=[CH:11][C:10]([CH2:13][OH:14])=[CH:9][CH:8]=1.O[C:22]1[CH:27]=[CH:26][C:25]([CH2:28][C:29]#[N:30])=[CH:24][CH:23]=1.C(P(CCCC)CCCC)CCC>C1(C)C=CC=CC=1>[CH3:1][O:2]/[N:3]=[C:4](/[C:15]1[CH:20]=[CH:19][CH:18]=[CH:17][CH:16]=1)\[CH2:5][O:6][C:7]1[CH:12]=[CH:11][C:10]([CH2:13][O:14][C:22]2[CH:27]=[CH:26][C:25]([CH2:28][C:29]#[N:30])=[CH:24][CH:23]=2)=[CH:9][CH:8]=1. Procedure: To a 50 mL RB flask fitted with magnetic stirrer was charged dry Toluene. To the stirred solvent was added 2-(4-Hydroxymethyl-phenoxy)-1-phenyl-ethanone O-methyl-oxime (0.20 g, 0.74 mmol) and (4-hydroxyphenyl)acetonitrile (0.098 g, 0.74 mmol) at 0° C. for 5 min. Then added tributylphosphine (0.0.24 g, 1.2 mmol) stirred at 0° C. for 15 min, was added 1,1′aza(dicarbonyl)dipiperidine (0.303 g, 1.2 mmol), this resulting mass stirred at RT for 16 h, The solvent removed, the residue was extracted with... The reactants are FC(C(F)(F)F)(OC1=CC=C(C=C1)C(F)(F)F)F (p-pentafluoroethoxy benzotrifluoride), S(O)(O)(=O)=O (sulfuric acid), ClS(=O)(=O)O (chlorosulfonic acid), FC(C(F)(F)F)(OC1=CC=C(C(=O)O)C=C1)F (p-pentafluoroethoxy benzoic acid), S(=O)(Cl)Cl (thionyl chloride), S(=O)(Cl)Cl (thionyl chloride). The solvent is CN(C=O)C (dimethyl formamide). Conditions: temperature 115 celsius, time 1.5 hour. The product is FC(C(F)(F)F)(OC1=CC=C(C(=O)Cl)C=C1)F (p-pentafluoroethoxy benzoyl chloride). As a reaction SMILES: FC(F)(OC1C=CC(C(F)(F)F)=CC=1)C(F)(F)F.S(=O)(=O)(O)O.ClS(O)(=O)=O.[F:29][C:30]([F:45])([O:35][C:36]1[CH:44]=[CH:43][C:39]([C:40](O)=[O:41])=[CH:38][CH:37]=1)[C:31]([F:34])([F:33])[F:32].S(Cl)([Cl:48])=O>CN(C)C=O>[F:29][C:30]([F:45])([O:35][C:36]1[CH:44]=[CH:43][C:39]([C:40]([Cl:48])=[O:41])=[CH:38][CH:37]=1)[C:31]([F:34])([F:33])[F:32]. Procedure: A mixture of 7.5 parts of p-pentafluoroethoxy benzotrifluoride, 118 parts of 98% sulfuric acid, 11 parts of chlorosulfonic acid (HSO3Cl) and 2 parts of silica gel was heated to 115° C. and maintained thereat for 1.5 hours, then cooled and poured over ice. The resultant crude p-pentafluoroethoxy benzoic acid solid was mixed with 1 part of dimethyl formamide and 25 parts of thionyl chloride. The mixture was stirred for about 45 minutes and an additional 67 parts of thionyl chloride was added. The ...